This data is from the Open Reaction Database (ORD), a public repository of structured organic reaction records. The task is: describe an organic reaction: reactants, conditions, products, and yield Reactants: SC=1C=C2CCC(NC2=CC1)=O (6-mercapto-3,4-dihydrocarbostyril), BrCCCN1N=CN=C1 (1-(3-bromopropyl)-1,2,4-triazol), C1CCC2=NCCCN2CC1 (DBU). Solvent: C(C)(C)O (isopropanol). The product is N1(N=CN=C1)CCCSC=1C=C2CCC(NC2=CC1)=O (6-[3-(1H-1,2,4-triazol-1-yl)propylthio]-3,4-dihydrocarbostyril). Reaction SMILES: [SH:1][C:2]1[CH:3]=[C:4]2[C:9](=[CH:10][CH:11]=1)[NH:8][C:7](=[O:12])[CH2:6][CH2:5]2.Br[CH2:14][CH2:15][CH2:16][N:17]1[CH:21]=[N:20][CH:19]=[N:18]1.C1CCN2C(=NCCC2)CC1>C(O)(C)C>[N:17]1([CH2:16][CH2:15][CH2:14][S:1][C:2]2[CH:3]=[C:4]3[C:9](=[CH:10][CH:11]=2)[NH:8][C:7](=[O:12])[CH2:6][CH2:5]3)[CH:21]=[N:20][CH:19]=[N:18]1. Procedure details: 2.4 Grams (13.4 mM) of 6-mercapto-3,4-dihydrocarbostyril, 3,3 g (17.4 mM) of 1-(3-bromopropyl)-1,2,4-triazol, and 2.6 ml (17.4 mM) of DBU were added to 60 ml of isopropanol, and the whole mixture was refluxed by heating for 2 hours. After the reaction was completed, the reaction mixture was concentrated, the resulting residue was extracted with chloroform. The chloroform extract was washed with water, an aqueous solution saturated with sodium hydrogen carbonate, and water in this order, then dri... Starting materials: CCCCN, CCCCO, CS(C)=O, Nc1nc(Cl)nc2nc[nH]c12. The product is CCCCNc1nc(N)c2nc[nH]c2n1. Reaction SMILES: [CH2:12]([CH2:13][CH2:14][CH3:15])[NH2:16].[CH2:17]([OH:18])[CH2:19][CH2:20][CH3:21].[CH3:22][S:23]([CH3:24])=[O:25].[Cl:1][c:2]1[n:3][c:4]([NH2:11])[c:5]2[nH:6][cH:7][n:8][c:9]2[n:10]1>>[c:2]1([NH:16][CH2:12][CH2:13][CH2:14][CH3:15])[n:3][c:4]([NH2:11])[c:5]2[n:6][cH:7][nH:8][c:9]2[n:10]1. The reactants are C1CCOC1, CCN, N#Cc1c(Cl)nc(OCc2ccccc2)c(C#N)c1-c1ccc2c(c1)OCO2, O. Yields the product CCNc1nc(OCc2ccccc2)c(C#N)c(-c2ccc3c(c2)OCO3)c1C#N. RXN SMILES: [CH2:33]1[O:34][CH2:35][CH2:36][CH2:37]1.[CH3:29][CH2:30][NH2:31].[Cl:1][c:2]1[n:3][c:4]([O:21][CH2:22][c:23]2[cH:24][cH:25][cH:26][cH:27][cH:28]2)[c:5]([C:19]#[N:20])[c:6](-[c:10]2[cH:11][c:12]3[c:13]([cH:17][cH:18]2)[O:14][CH2:15][O:16]3)[c:7]1[C:8]#[N:9].[OH2:32]>>[c:2]1([NH:31][CH2:30][CH3:29])[n:3][c:4]([O:21][CH2:22][c:23]2[cH:24][cH:25][cH:26][cH:27][cH:28]2)[c:5]([C:19]#[N:20])[c:6](-[c:10]2[cH:11][c:12]3[c:13]([cH:17][cH:18]2)[O:14][CH2:15][O:16]3)[c:7]1[C:8]#[N:9]. The reactants are CCC1(COCCCCCCc2cccs2)COC1, [Li]CCCC, C1CCOC1, CC(C)OB1OC(C)(C)C(C)(C)O1. The product is CCC1(COCCCCCCc2ccc(B3OC(C)(C)C(C)(C)O3)s2)COC1. RXN SMILES: [CH2:1]([CH3:2])[C:3]1([CH2:7][O:8][CH2:9][CH2:10][CH2:11][CH2:12][CH2:13][CH2:14][c:15]2[s:16][cH:17][cH:18][cH:19]2)[CH2:4][O:5][CH2:6]1.[CH2:20]([Li:21])[CH2:22][CH2:23][CH3:24].[CH2:38]1[O:39][CH2:40][CH2:41][CH2:42]1.[CH:25]([O:26][B:29]1[O:30][C:31]([CH3:36])([CH3:37])[C:32]([CH3:34])([CH3:35])[O:33]1)([CH3:27])[CH3:28]>>[CH2:1]([CH3:2])[C:3]1([CH2:7][O:8][CH2:9][CH2:10][CH2:11][CH2:12][CH2:13][CH2:14][c:15]2[s:16][c:17]([B:29]3[O:30][C:31]([CH3:36])([CH3:37])[C:32]([CH3:34])([CH3:35])[O:33]3)[cH:18][cH:19]2)[CH2:4][O:5][CH2:6]1. Starting materials: CO, O=CN1CCN(CC(=O)Nc2c(Cl)cc([N+](=O)[O-])cc2Cl)CC1. Yields the product Nc1cc(Cl)c(NC(=O)CN2CCN(C=O)CC2)c(Cl)c1. Reaction SMILES: [CH3:24][OH:25].[N+:1]([O-:2])(=[O:3])[c:4]1[cH:5][c:6]([Cl:23])[c:7]([NH:11][C:12]([CH2:13][N:14]2[CH2:15][CH2:16][N:17]([CH:20]=[O:21])[CH2:18][CH2:19]2)=[O:22])[c:8]([Cl:10])[cH:9]1>>[NH2:1][c:4]1[cH:5][c:6]([Cl:23])[c:7]([NH:11][C:12]([CH2:13][N:14]2[CH2:15][CH2:16][N:17]([CH:20]=[O:21])[CH2:18][CH2:19]2)=[O:22])[c:8]([Cl:10])[cH:9]1. The reactants are COc1ccc2c(C(=O)c3cc(OC)c(OC)c(OC)c3)c(-c3cn[nH]c3)oc2c1, CC(=O)[O-], COc1ccc(B(O)O)cc1, ClCCl, c1ccncc1. The product is COc1ccc(-n2cc(-c3oc4cc(OC)ccc4c3C(=O)c3cc(OC)c(OC)c(OC)c3)cn2)cc1. Reaction SMILES: [CH3:1][O:2][c:3]1[cH:4][c:5]2[c:6]([c:7]([C:15](=[O:16])[c:17]3[cH:18][c:19]([O:27][CH3:28])[c:20]([O:25][CH3:26])[c:21]([O:23][CH3:24])[cH:22]3)[c:8](-[c:10]3[cH:11][n:12][nH:13][cH:14]3)[o:9]2)[cH:29][cH:30]1.[CH3:34][C:35](=[O:36])[O-:37].[CH3:38][O:39][c:40]1[cH:41][cH:42][c:43]([B:46]([OH:47])[OH:48])[cH:44][cH:45]1.[Cl:31][CH2:32][Cl:33].[cH:49]1[cH:50][cH:51][n:52][cH:53][cH:54]1>>[CH3:1][O:2][c:3]1[cH:4][c:5]2[c:6]([c:7]([C:15](=[O:16])[c:17]3[cH:18][c:19]([O:27][CH3:28])[c:20]([O:25][CH3:26])[c:21]([O:23][CH3:24])[cH:22]3)[c:8](-[c:10]3[cH:11][n:12](-[c:43]4[cH:42][cH:41][c:40]([O:39][CH3:38])[cH:45][cH:44]4)[n:13][cH:14]3)[o:9]2)[cH:29][cH:30]1. Starting materials: O=P12OP3(=O)OP(=O)(O1)OP(=O)(O2)O3 (Phosphorus pentoxide), BrC(CC(=O)O)C(CBr)=O (3,5-dibromo-4-oxopentanoic acid). The solvent is ClCCl (dichloromethane). Conditions: time 2 hour. Product: BrC1CC(OC1=CBr)=O (4-bromo-5-(bromomethylene)-2-tetrahydrofuranone). The yield is 83.1%. Reaction SMILES: O=P12OP3(OP(OP(O3)(O1)=O)(=O)O2)=O.[Br:15][CH:16]([C:21](=[O:24])[CH2:22][Br:23])[CH2:17][C:18]([OH:20])=O>ClCCl>[Br:15][CH:16]1[C:21](=[CH:22][Br:23])[O:24][C:18](=[O:20])[CH2:17]1. Reported procedure: Phosphorus pentoxide (22.5 g) was added with stirring to a solution of 3,5-dibromo-4-oxopentanoic acid (30.4 g, 0.11 mol) in dry dichloromethane (500 ml). The mixture was heated at reflux with stirring for 2 h, and cooled to room temperature. The resulting mixture was filtered through a pad of filter aid, washed with brine, dried over sodium sulfate and evaporated to yield the tetrahydrofuranone (mixture of Z- and E-isomers in 4:1 ratio) as a pale yellow oil (23.4 g, 82%). The oil solidified on ...